From a dataset of the Open Reaction Database (ORD), a public repository of structured organic reaction records. describe an organic reaction: reactants, conditions, products, and yield The reactants are [OH-].[Na+] (sodium hydroxide), O (water), OC(C(=O)OCC)CCC1=CC=C(C=C1)C1CCCCC1 (Ethyl α -hydroxy-γ-(4-cyclohexylphenyl)butyrate), ice, [N+](=O)(O)[O-] (nitric acid), [N+](=O)(O)[O-] (nitric acid), O (water). The solvent is CCOCC (ether). Product: OC(C(=O)OCC)CCC1=CC(=C(C=C1)C1CCCCC1)[N+](=O)[O-] (ethyl α-hydroxy-γ-(3-nitro-4-cyclohexylphenyl)butyrate). As a reaction SMILES: [OH:1][CH:2]([CH2:8][CH2:9][C:10]1[CH:15]=[CH:14][C:13]([CH:16]2[CH2:21][CH2:20][CH2:19][CH2:18][CH2:17]2)=[CH:12][CH:11]=1)[C:3]([O:5][CH2:6][CH3:7])=[O:4].[N+:22]([O-])([OH:24])=[O:23].O.[OH-].[Na+]>CCOCC>[OH:1][CH:2]([CH2:8][CH2:9][C:10]1[CH:15]=[CH:14][C:13]([CH:16]2[CH2:21][CH2:20][CH2:19][CH2:18][CH2:17]2)=[C:12]([N+:22]([O-:24])=[O:23])[CH:11]=1)[C:3]([O:5][CH2:6][CH3:7])=[O:4] |f:3.4|. Procedure details: Ethyl α -hydroxy-γ-(4-cyclohexylphenyl)butyrate 0.066 mole is added to ice-cold concentrated sulfuric acid (18 ml.) and stirred with cooling for 5 minutes. Concentrated nitric acid (Sp. G. 1.51) (2.5 ml.) is added dropwise, maintaining the temperature between 30° and 40° by water cooling if necessary. After addition of the nitric acid is complete, the mixture is stirred for 1/2 hour, then poured into water. The mixture is made alkaline with sodium hydroxide, then ex-racted with ether. The ether ... The reactants are O=c1[nH]nc(Cl)c2cc(Br)ccc12, CCOC(C)=O, NCc1ccccc1C(F)(F)F, O=C(C=Cc1ccccc1)C=Cc1ccccc1, O=C(C=Cc1ccccc1)C=Cc1ccccc1, O=C(C=Cc1ccccc1)C=Cc1ccccc1, [Pd], [Pd]. The product is O=c1[nH]nc(Cl)c2cc(NCc3ccccc3C(F)(F)F)ccc12. As a reaction SMILES: [Br:1][c:2]1[cH:3][c:4]2[c:5]([Cl:13])[n:6][nH:7][c:8](=[O:12])[c:9]2[cH:10][cH:11]1.[CH3:26][CH2:27][O:28][C:29]([CH3:30])=[O:31].[F:14][C:15]([c:16]1[c:17]([CH2:18][NH2:19])[cH:20][cH:21][cH:22][cH:23]1)([F:24])[F:25].[O:34]=[C:35]([CH:36]=[CH:37][c:38]1[cH:39][cH:40][cH:41][cH:42][cH:43]1)[CH:44]=[CH:45][c:46]1[cH:47][cH:48][cH:49][cH:50][cH:51]1.[O:52]=[C:53]([CH:54]=[CH:55][c:56]1[cH:57][cH:58][cH:59][cH:60][cH:61]1)[CH:62]=[CH:63][c:64]1[cH:65][cH:66][cH:67][cH:68][cH:69]1.[O:70]=[C:71]([CH:72]=[CH:73][c:74]1[cH:75][cH:76][cH:77][cH:78][cH:79]1)[CH:80]=[CH:81][c:82]1[cH:83][cH:84][cH:85][cH:86][cH:87]1.[Pd:32].[Pd:33]>>[c:2]1([NH:19][CH2:18][c:17]2[c:16]([C:15]([F:14])([F:24])[F:25])[cH:23][cH:22][cH:21][cH:20]2)[cH:3][c:4]2[c:5]([Cl:13])[n:6][nH:7][c:8](=[O:12])[c:9]2[cH:10][cH:11]1. Starting materials: ( b ), NC1=C(C=CC=C1)NN (2-aminophenylhydrazine), disulfide, O(C(=S)[S-])CC.[K+] (potassium ethyl xanthate), C(=S)(Cl)Cl (thiophosgene). Product: N1=CNC2=C1C=CC=C2 (benzimidazole). RXN SMILES: [NH2:1][C:2]1[CH:7]=[CH:6][CH:5]=[CH:4][C:3]=1[NH:8]N.O(CC)[C:11]([S-])=S.[K+].C(Cl)(Cl)=S>>[N:8]1[C:3]2[CH:4]=[CH:5][CH:6]=[CH:7][C:2]=2[NH:1][CH:11]=1 |f:1.2|. Reported procedure: In the process (b) of the invention, a 2-aminophenylhydrazine derivative of the formula (IVb) is reacted with carbond disulfide, potassium ethyl xanthate or thiophosgene to give a benzimidazole derivative of the formula (Ie) according to the Reaction Scheme (C). The reactants are FC1=C(C(=C(C(=N1)F)F)F)F (pentafluoropyridine), N (ammonia), steel. The product is NC1=C(C(=NC(=C1F)F)F)F (4-Amino-2,3,5,6-tetrafluoropyridine). RXN SMILES: [F:1][C:2]1[N:7]=[C:6]([F:8])[C:5]([F:9])=[C:4](F)[C:3]=1[F:11].[NH3:12]>>[NH2:12][C:4]1[C:3]([F:11])=[C:2]([F:1])[N:7]=[C:6]([F:8])[C:5]=1[F:9]. Procedure: A mixture of 20.0 g (118 mmol) of pentafluoropyridine (Aldrich Chemical Company, Milwaukee, Wis., USA) and 40 ml of concentrated aqueous ammonia was heated on a steam bath for two hours in a sealed stainles steel reaction vessel. The vessel and contents were cooled to room temperature and the resulting suspension suspension was partitioned between water and diethyl ether. Starting materials: C(C1=CC=CC=C1)OCCN1C(C2=CC=CC=C2C1=O)=O (2-(2-(benzyloxy)ethyl)isoindoline-1,3-dione), NN (hydrazine). The solvent is C(C)O (ethanol). Product: C(C1=CC=CC=C1)OCCN (2-(benzyloxy)ethanamine). Isolated yield 75.6%. RXN SMILES: [CH2:1]([O:8][CH2:9][CH2:10][N:11]1C(=O)C2C(=CC=CC=2)C1=O)[C:2]1[CH:7]=[CH:6][CH:5]=[CH:4][CH:3]=1.NN>C(O)C>[CH2:1]([O:8][CH2:9][CH2:10][NH2:11])[C:2]1[CH:7]=[CH:6][CH:5]=[CH:4][CH:3]=1. Procedure details: A solution of 127 (10 g, 35 mmol) in ethanol (200 mL) was treated with hydrazine (84 g, 71 mmol, 80% in water) at reflux for 12 hours. After a filtration, the filtrate was concentrated under vacuum to give a residue, which was purified by a silica gel column, eluted with 5% methanol in dichloromethane to afford 128 as light yellow oil (4 g, 74%). (ES, m/z) [M+H]+ 152.0; 1H NMR (300 MHz, CDCl3) δ 7.28-7.40 (m, 5H), 4.56 (s, 2H), 3.54 (t, J=5.4 Hz, 2H), 2.94 (t, J=5.1 Hz, 2H). Procedure details: In analogy to example 162d (S)-2,2-dimethyl-4-((E)-2-phenyl-but-1-enyl)-oxazolidine-3-carboxylic acid tert-butyl ester was reacted with hydrogen chloride to give (E)-(S)-2-amino-4-phenyl-hex-3-en-1-ol. Yellow crystalline solid. The product is N[C@H](CO)\C=C(/CC)\C1=CC=CC=C1 ((E)-(S)-2-amino-4-phenyl-hex-3-en-1-ol). Reactants: C(C)(C)(C)OC(=O)N1C(OC[C@@H]1\C=C(/CC)\C1=CC=CC=C1)(C)C ((S)-2,2-dimethyl-4-((E)-2-phenyl-but-1-enyl)-oxazolidine-3-carboxylic acid tert-butyl ester), Cl (hydrogen chloride). Reaction SMILES: C(OC([N:8]1[C@@H:12](/[CH:13]=[C:14](/[C:17]2[CH:22]=[CH:21][CH:20]=[CH:19][CH:18]=2)\[CH2:15][CH3:16])[CH2:11][O:10]C1(C)C)=O)(C)(C)C.Cl>>[NH2:8][C@@H:12](/[CH:13]=[C:14](/[C:17]1[CH:18]=[CH:19][CH:20]=[CH:21][CH:22]=1)\[CH2:15][CH3:16])[CH2:11][OH:10]. Reactants: ClCC(C)(O)C (1-Chloro-2-methyl-2-propanol), NCCO (2-aminoethanol). Reaction conditions: time 48 hour. The product is OCCNCC(C)(O)C (1-[(2-hydroxyethyl)amino]-2-methyl-2-propanol). RXN SMILES: Cl[CH2:2][C:3]([CH3:6])([OH:5])[CH3:4].[NH2:7][CH2:8][CH2:9][OH:10]>>[OH:10][CH2:9][CH2:8][NH:7][CH2:2][C:3]([CH3:6])([OH:5])[CH3:4]. Procedure details: 1-Chloro-2-methyl-2-propanol (135 ml) was added dropwise over 10 min to stirred 2-aminoethanol (400 ml) at 10° C. under nitrogen. The cooling bath was then removed and stirring was continued at room temperature for 48 h. A solution of sodium hydroxide (48.8 g) in methanol (440 ml) was added and the resulting white suspension was stirred for 10 min. The mixture was filtered through a pad of kieselguhr and the filtrate was concentrated under reduced pressure. The residual oil was distilled in vacu... The reactants are C1(=CC=C(C=C1)S(=O)(=O)OCC(C)(C)NS(=O)(=O)C1=CC=C(NC2=NC=CC(=N2)C2=CN=C(N2C)C)C=C1)C (2-{4-[N-(1-(4-toluenesulphonyloxy)-2-methylprop-2-yl)sulphamoyl]anilino}-4-(1,2-dimethylimidazol-5-yl)pyrimidine), C([O-])([O-])=O.[K+].[K+] (potassium carbonate). Solvent: CC(=O)C (acetone). The product is CC1(N(C1)S(=O)(=O)C1=CC=C(NC2=NC=CC(=N2)C2=CN=C(N2C)C)C=C1)C (2-[4-(2,2-Dimethylaziridin-1-ylsulphonyl)anilino]-4-(1,2-dimethylimidazol-5-yl)pyrimidine). Isolated yield 91.0%. As a reaction SMILES: C1(C)C=CC(S(O[CH2:11][C:12]([NH:15][S:16]([C:19]2[CH:38]=[CH:37][C:22]([NH:23][C:24]3[N:29]=[C:28]([C:30]4[N:34]([CH3:35])[C:33]([CH3:36])=[N:32][CH:31]=4)[CH:27]=[CH:26][N:25]=3)=[CH:21][CH:20]=2)(=[O:18])=[O:17])([CH3:14])[CH3:13])(=O)=O)=CC=1.C(=O)([O-])[O-].[K+].[K+]>CC(C)=O>[CH3:11][C:12]1([CH3:13])[CH2:14][N:15]1[S:16]([C:19]1[CH:38]=[CH:37][C:22]([NH:23][C:24]2[N:29]=[C:28]([C:30]3[N:34]([CH3:35])[C:33]([CH3:36])=[N:32][CH:31]=3)[CH:27]=[CH:26][N:25]=2)=[CH:21][CH:20]=1)(=[O:17])=[O:18] |f:1.2.3|. Reported procedure: To a solution of 2-{4-[N-(1-(4-toluenesulphonyloxy)-2-methylprop-2-yl)sulphamoyl]anilino}-4-(1,2-dimethylimidazol-5-yl)pyrimidine (Method 81; 2.14 g, 3.75 mmol) in acetone (73 ml) was added powdered anhydrous potassium carbonate (0.57 g, 4.13 mmol). The mixture was heated at reflux for 4 hours. The reaction mixture was allowed to cool filtered and the solid washed with acetone. The filtrate was evaporated to give the title compound (1.36 g, 91%) as a white solid. NMR 1.42 (s, 6H), 2.37 (s, 3H), ...